Dataset: the Open Reaction Database (ORD), a public repository of structured organic reaction records. Task: describe an organic reaction: reactants, conditions, products, and yield Reaction SMILES: [CH3:1][NH:2][CH2:3][c:4]1[cH:5][c:6](-[c:10]2[o:11][c:12]3[c:13]([n:14]2)[cH:15][cH:16][cH:17][c:18]3[C:19]([O:21][CH3:20])=[O:22])[cH:7][cH:8][cH:9]1.[CH3:25][CH2:26][OH:27].[NH4+:24].[OH2:23]>>[CH3:1][NH:2][CH2:3][c:4]1[cH:5][c:6](-[c:10]2[o:11][c:12]3[c:13]([n:14]2)[cH:15][cH:16][cH:17][c:18]3[C:19](=[O:21])[NH2:24])[cH:7][cH:8][cH:9]1. The product is CNCc1cccc(-c2nc3cccc(C(N)=O)c3o2)c1. Reactants: CNCc1cccc(-c2nc3cccc(C(=O)OC)c3o2)c1, CCO, [NH4+], O.